Dataset: the Open Reaction Database (ORD), a public repository of structured organic reaction records. Task: describe an organic reaction: reactants, conditions, products, and yield The reactants are FC1=CC2=C(C(=NO2)C2=CC=C(C=C2)OC[C@@H]2OC2)C=C1 ((R)-6-fluoro-3-(4-oxiranylmethoxy-phenyl)-benzo[d]isoxazole), FC1=CC2=C(C(=NO2)C2CCNCC2)C=C1 (6-fluoro-3-piperidine-4-yl-benzo[d]isoxazole). Run in CN(C=O)C (dimethylformamide), C(C)O (ethanol). The product is FC1=CC2=C(C(=NO2)C2=CC=C(OC[C@@H](CN3CCC(CC3)C3=NOC4=C3C=CC(=C4)F)O)C=C2)C=C1 ((R)-1-[4-(6-fluoro-benzo[d]isoxazol-3-yl)-phenoxy]-3-[4-(6-fluoro-benzo[d]isoxazol-3-yl)-piperidin-1-yl]-propan-2-ol). As a reaction SMILES: [F:1][C:2]1[CH:21]=[CH:20][C:5]2[C:6]([C:9]3[CH:14]=[CH:13][C:12]([O:15][CH2:16][C@H:17]4[CH2:19][O:18]4)=[CH:11][CH:10]=3)=[N:7][O:8][C:4]=2[CH:3]=1.[F:22][C:23]1[CH:37]=[CH:36][C:26]2[C:27]([CH:30]3[CH2:35][CH2:34][NH:33][CH2:32][CH2:31]3)=[N:28][O:29][C:25]=2[CH:24]=1>CN(C)C=O.C(O)C>[F:1][C:2]1[CH:21]=[CH:20][C:5]2[C:6]([C:9]3[CH:10]=[CH:11][C:12]([O:15][CH2:16][C@H:17]([OH:18])[CH2:19][N:33]4[CH2:32][CH2:31][CH:30]([C:27]5[C:26]6[CH:36]=[CH:37][C:23]([F:22])=[CH:24][C:25]=6[O:29][N:28]=5)[CH2:35][CH2:34]4)=[CH:13][CH:14]=3)=[N:7][O:8][C:4]=2[CH:3]=1. Procedure: The title compound is prepared from a mixture of (R)-6-fluoro-3-(4-oxiranylmethoxy-phenyl)-benzo[d]isoxazole in dimethylformamide and 6-fluoro-3-piperidine-4-yl-benzo[d]isoxazole (Table No.1, SM 8) in ethanol essentially as described above in Example 21. Purity by LC/MS=100%, [M+H]+=506. Reactants: CCCS(=O)(=O)Nc1ccc(Cl)c(C(=O)Nc2cnc3c(c2)c(OC)nn3Cc2ccc(OC)cc2)c1F, O=C(O)C(F)(F)F. Product: CCCS(=O)(=O)Nc1ccc(Cl)c(C(=O)Nc2cnc3[nH]nc(OC)c3c2)c1F. Reaction SMILES: [Cl:1][c:2]1[cH:3][cH:4][c:5]([NH:32][S:33](=[O:34])(=[O:35])[CH2:36][CH2:37][CH3:38])[c:6]([F:31])[c:7]1[C:8](=[O:9])[NH:10][c:11]1[cH:12][c:13]2[c:14]([n:15][cH:16]1)[n:17]([CH2:22][c:23]1[cH:24][cH:25][c:26]([O:27][CH3:28])[cH:29][cH:30]1)[n:18][c:19]2[O:20][CH3:21].[F:39][C:40]([F:41])([F:42])[C:43]([OH:44])=[O:45]>>[Cl:1][c:2]1[cH:3][cH:4][c:5]([NH:32][S:33](=[O:34])(=[O:35])[CH2:36][CH2:37][CH3:38])[c:6]([F:31])[c:7]1[C:8](=[O:9])[NH:10][c:11]1[cH:12][c:13]2[c:14]([n:15][cH:16]1)[nH:17][n:18][c:19]2[O:20][CH3:21]. Starting materials: acid chloride, Cl.NN1C(=O)NC(=O)C1 (1-aminohydantoin hydrochloride), N1=CC=CC=C1 (pyridine), ClC=1C=C(C=CC(=O)O)C=CC1CC (3-Chloro-4-ethylcinnamic acid). Procedure: 3-Chloro-4-ethylcinnamic acid (50 g, 0.24 mole) in SOCl2 (100 ml) was heated under reflux for about 1 hour. The excess SOCl2 was removed in vacuo and the residue flushed with benzene. The acid chloride was treated with 1-aminohydantoin hydrochloride (40 g, 0.26 mole) and pyridine (300 ml) and the reaction mixture heated on a steam bath for 4 hours. The reaction mixture was poured onto HCl/ice to precipitate the product. (40 g, 55%). Several recrystallizations from CH3NO2 provided analytical mate... Yields the product ClC=1C=C(C=CC(=O)NN2C(=O)NC(=O)C2)C=CC1CC (1-(3-Chloro-4-ethylcinnamamido)hydantoin). Solvent: O=S(Cl)Cl (SOCl2). RXN SMILES: [Cl:1][C:2]1[CH:3]=[C:4]([CH:10]=[CH:11][C:12]=1[CH2:13][CH3:14])[CH:5]=[CH:6][C:7]([OH:9])=O.Cl.[NH2:16][N:17]1[CH2:23][C:21](=[O:22])[NH:20][C:18]1=[O:19].N1C=CC=CC=1>O=S(Cl)Cl>[Cl:1][C:2]1[CH:3]=[C:4]([CH:10]=[CH:11][C:12]=1[CH2:13][CH3:14])[CH:5]=[CH:6][C:7]([NH:16][N:17]1[CH2:23][C:21](=[O:22])[NH:20][C:18]1=[O:19])=[O:9] |f:1.2|. Reactants: COC(=O)C1C(C)C=CCC1(C)C, Cl, [K+], CN(C)C=O, [OH-], Sc1ccccc1. The product is CC1C=CCC(C)(C)C1C(=O)O. Reaction SMILES: [CH3:3][CH:4]1[CH:5]([C:12](=[O:13])[O:14][CH3:15])[C:6]([CH3:10])([CH3:11])[CH2:7][CH:8]=[CH:9]1.[ClH:23].[K+:2].[O:24]=[CH:25][N:26]([CH3:27])[CH3:28].[OH-:1].[SH:16][c:17]1[cH:18][cH:19][cH:20][cH:21][cH:22]1>>[CH3:3][CH:4]1[CH:5]([C:12](=[O:13])[OH:14])[C:6]([CH3:10])([CH3:11])[CH2:7][CH:8]=[CH:9]1. Reactants: CS(=O)(=O)Cl, ClCCl, COc1cc(C(C)C)ccc(CO)c1=O, c1ccncc1. The product is COc1cc(C(C)C)ccc(CCl)c1=O. Reaction SMILES: [CH3:22][S:23]([Cl:24])(=[O:25])=[O:26].[Cl:27][CH2:28][Cl:29].[OH:1][CH2:2][c:3]1[cH:4][cH:5][c:6]([CH:13]([CH3:14])[CH3:15])[cH:7][c:8]([O:11][CH3:12])[c:9]1=[O:10].[cH:16]1[cH:17][cH:18][n:19][cH:20][cH:21]1>>[CH2:2]([c:3]1[cH:4][cH:5][c:6]([CH:13]([CH3:14])[CH3:15])[cH:7][c:8]([O:11][CH3:12])[c:9]1=[O:10])[Cl:24]. The product is FC(C1=NC2=C(C=CC=C2C(N1)=O)C)(C1=NC=C(C=C1)F)F (2-[difluoro-(5-fluoro-pyridin-2-yl)-methyl]-8-methyl-3H-quinazolin-4-one). Reported procedure: Sodium 2,2-difluoro-2-(5-fluoropyridin-2-yl)acetate from Example 2 Step B (1.02 g, 4.8 mmol) and 2-amino-3-methyl-benzamide (0.6 g, 4.0 mmol) were combined with trimethylsilyl polyphosphate (8.0 mL) and the mixture was heated at 115° C. for 18 h with vigorous stirring. The mixture was allowed to cool to rt, then the mixture was partitioned between water (15 mL) and ethyl acetate (15 mL). The organic layer was separated and the aqueous layer (pH˜1) was extracted with ethyl acetate (30 mL×3). The ... The reactants are FC(C(=O)[O-])(C1=NC=C(C=C1)F)F.[Na+] (sodium 2,2-difluoro-2-(5-fluoropyridin-2-yl)acetate), NC1=C(C(=O)N)C=CC=C1C (2-amino-3-methyl-benzamide), C[Si](C)(C)OP(=O)=O (trimethylsilyl polyphosphate). Conditions: temperature 115 celsius. Isolated yield 49.1%. RXN SMILES: [F:1][C:2]([F:13])([C:6]1[CH:11]=[CH:10][C:9]([F:12])=[CH:8][N:7]=1)[C:3]([O-])=O.[Na+].[NH2:15][C:16]1[C:24]([CH3:25])=[CH:23][CH:22]=[CH:21][C:17]=1[C:18]([NH2:20])=[O:19].C[Si](OP(=O)=O)(C)C>>[F:1][C:2]([F:13])([C:6]1[CH:11]=[CH:10][C:9]([F:12])=[CH:8][N:7]=1)[C:3]1[NH:20][C:18](=[O:19])[C:17]2[C:16](=[C:24]([CH3:25])[CH:23]=[CH:22][CH:21]=2)[N:15]=1 |f:0.1|. The reactants are BrC=1C=C(C(N(C1)C)=O)NC=1N=CN(C1)C (5-Bromo-1-methyl-3-(1-methyl-1H-imidazol-4-ylamino)pyridin-2(1H)-one), C(C)(=O)OCC=1C(=NC=CC1B(O)O)N1C(C2=CC=3CC(CC3N2CC1)(C)C)=O ({3-[(Acetyloxy)methyl]-2-{4,4-dimethyl-9-oxo-1,10-diazatricyclo[6.4.0.02,6]dodeca-2(6),7-dien-10-yl}pyridin-4-yl}boronic Acid), [O-]P(=O)([O-])[O-].[K+].[K+].[K+] (K3PO4), C(C)(=O)[O-].[Na+] (sodium acetate). The reagents and catalysts are C1=CC=C(C=C1)P([C-]2C=CC=C2)C3=CC=CC=C3.C1=CC=C(C=C1)P([C-]2C=CC=C2)C3=CC=CC=C3.Cl[Pd]Cl.[Fe+2] (Pd(dppf)Cl2). The solvent is C(C)#N (acetonitrile), O (water). Conditions: temperature 90 celsius. Yields the product C(C)(=O)OCC=1C(=NC=CC1C1=CN(C(C(=C1)NC=1N=CN(C1)C)=O)C)N1C(C2=CC=3CC(CC3N2CC1)(C)C)=O ((2-{4,4-Dimethyl-9-oxo-1,10-diazatricyclo[6.4.0.02,6]dodeca-2(6),7-dien-10-yl}-4-{1-methyl-5-[(1-methyl-1H-imidazol-4-yl)amino]-6-oxo-1,6-dihydropyridin-3-yl}pyridin-3-yl)methyl Acetate). The yield is 94.3%. RXN SMILES: Br[C:2]1[CH:3]=[C:4]([NH:10][C:11]2[N:12]=[CH:13][N:14]([CH3:16])[CH:15]=2)[C:5](=[O:9])[N:6]([CH3:8])[CH:7]=1.[C:17]([O:20][CH2:21][C:22]1[C:23]([N:31]2[CH2:42][CH2:41][N:40]3[C:33](=[CH:34][C:35]4[CH2:36][C:37]([CH3:44])([CH3:43])[CH2:38][C:39]=43)[C:32]2=[O:45])=[N:24][CH:25]=[CH:26][C:27]=1B(O)O)(=[O:19])[CH3:18].[O-]P([O-])([O-])=O.[K+].[K+].[K+].C([O-])(=O)C.[Na+]>C1C=CC(P(C2C=CC=CC=2)[C-]2C=CC=C2)=CC=1.C1C=CC(P(C2C=CC=CC=2)[C-]2C=CC=C2)=CC=1.Cl[Pd]Cl.[Fe+2].C(#N)C.O>[C:17]([O:20][CH2:21][C:22]1[C:23]([N:31]2[CH2:42][CH2:41][N:40]3[C:33](=[CH:34][C:35]4[CH2:36][C:37]([CH3:44])([CH3:43])[CH2:38][C:39]=43)[C:32]2=[O:45])=[N:24][CH:25]=[CH:26][C:27]=1[C:2]1[CH:3]=[C:4]([NH:10][C:11]2[N:12]=[CH:13][N:14]([CH3:16])[CH:15]=2)[C:5](=[O:9])[N:6]([CH3:8])[CH:7]=1)(=[O:19])[CH3:18] |f:2.3.4.5,6.7,8.9.10.11|. Procedure details: A 50-mL round-bottomed flask equipped with a reflux condenser was charged with 268c (150 mg, 0.53 mmol), {3-[(acetyloxy)methyl]-2-{4,4-dimethyl-9-oxo-1,10-diazatricyclo[6.4.0.02,6]dodeca-2(6),7-dien-10-yl}pyridin-4-yl}boronic acid 199e (80.4 mg, 0.21 mmol), Pd(dppf)Cl2 (17.2 mg, 0.021 mmol), K3PO4 (89 mg, 0.42 mmol), sodium acetate (57.1 mg, 0.42 mmol), water (0.2 mL), and acetonitrile (10 mL). After three cycles of vacuum/argon flush, the mixture was heated at 90° C. for 2.5 hrs. It was then co...